This data is from the Open Reaction Database (ORD), a public repository of structured organic reaction records. The task is: describe an organic reaction: reactants, conditions, products, and yield Reactants: CCOC(=O)C (EtOAc), ClC=1N=C(C2=C(N1)N(C=C2)S(=O)(=O)C2=CC=C(C)C=C2)Cl (2,4-dichloro-7-tosyl-7H-pyrrolo[2,3-d]pyrimidine), CN1N=CC2=CC=C(C=C12)N (1-methyl-indazol-6-ylamine), CCN(C(C)C)C(C)C (DIEA). Solvent: O (H2O), O1CCOCC1 (dioxane). The product is ClC=1N=C(C2=C(N1)N(C=C2)S(=O)(=O)C2=CC=C(C)C=C2)NC2=CC=C1C=NN(C1=C2)C (2-chloro-N-(1-methyl-1H-indazol-6-yl)-7-tosyl-7H-pyrrolo[2,3-d]pyrimidin-4-amine). The yield is 81.5%. As a reaction SMILES: [Cl:1][C:2]1[N:3]=[C:4](Cl)[C:5]2[CH:10]=[CH:9][N:8]([S:11]([C:14]3[CH:20]=[CH:19][C:17]([CH3:18])=[CH:16][CH:15]=3)(=[O:13])=[O:12])[C:6]=2[N:7]=1.[CH3:22][N:23]1[C:31]2[C:26](=[CH:27][CH:28]=[C:29]([NH2:32])[CH:30]=2)[CH:25]=[N:24]1.CCN(C(C)C)C(C)C.CCOC(C)=O>O1CCOCC1.O>[Cl:1][C:2]1[N:3]=[C:4]([NH:32][C:29]2[CH:30]=[C:31]3[C:26]([CH:25]=[N:24][N:23]3[CH3:22])=[CH:27][CH:28]=2)[C:5]2[CH:10]=[CH:9][N:8]([S:11]([C:14]3[CH:20]=[CH:19][C:17]([CH3:18])=[CH:16][CH:15]=3)(=[O:13])=[O:12])[C:6]=2[N:7]=1. Reported procedure: A solution of 2,4-dichloro-7-tosyl-7H-pyrrolo[2,3-d]pyrimidine (200 mg, 0.585 mmol), 1-methyl-indazol-6-ylamine (86 mg, 0.585 mmol) and DIEA (0.250 mL, 1.44 mmol) in dioxane (5 mL) was stirred at 110° C. for 20 h. EtOAc and H2O were added. The organic phase was separated, washed with 1N HCl, then with 5% NaHCO3, dried over Na2SO4, concentrated in vacuo to give 2-chloro-N-(1-methyl-1H-indazol-6-yl)-7-tosyl-7H-pyrrolo[2,3-d]pyrimidin-4-amine (216 mg). RXN SMILES: [CH3:15][OH:16].[F:1][c:2]1[c:3]([C:12]#[N:13])[cH:4][c:5]2[cH:6][cH:7][cH:8][n:9][c:10]2[cH:11]1.[NH3:14]>>[F:1][c:2]1[c:3]([CH2:12][NH2:13])[cH:4][c:5]2[cH:6][cH:7][cH:8][n:9][c:10]2[cH:11]1. The product is NCc1cc2cccnc2cc1F. The reactants are CO, N#Cc1cc2cccnc2cc1F, N. The reactants are CCn1ncc(C(=O)O)c1C, C1CCOC1, [Cl-], Nc1cccc(C(=O)c2ccc3c(c2)NC(=O)C3)c1, O=S(Cl)Cl. The product is CCn1ncc(C(=O)Nc2cccc(C(=O)c3ccc4c(c3)NC(=O)C4)c2)c1C. Reaction SMILES: [CH2:1]([CH3:2])[n:3]1[n:4][cH:5][c:6]([C:9](=[O:10])[OH:11])[c:7]1[CH3:8].[CH2:36]1[O:37][CH2:38][CH2:39][CH2:40]1.[Cl-:35].[NH2:16][c:17]1[cH:18][c:19]([C:20](=[O:21])[c:22]2[cH:23][cH:24][c:25]3[c:29]([cH:30]2)[NH:28][C:27](=[O:31])[CH2:26]3)[cH:32][cH:33][cH:34]1.[S:12]([Cl:13])([Cl:14])=[O:15]>>[CH2:1]([CH3:2])[n:3]1[n:4][cH:5][c:6]([C:9](=[O:11])[NH:16][c:17]2[cH:18][c:19]([C:20](=[O:21])[c:22]3[cH:23][cH:24][c:25]4[c:29]([cH:30]3)[NH:28][C:27](=[O:31])[CH2:26]4)[cH:32][cH:33][cH:34]2)[c:7]1[CH3:8].